describe an organic reaction: reactants, conditions, products, and yield From a dataset of the Open Reaction Database (ORD), a public repository of structured organic reaction records. Reactants: C1(=CC=CC=C1)C1=CC(=CN1)C(=O)OCC (ethyl 5-phenyl-1H-pyrrole-3-carboxylate), [H-].[Na+] (sodium hydride), S1C(=CC=C1)S(=O)(=O)Cl (2-Thiophenesulfonyl chloride), C1COCCOCCOCCOCCO1 (15-Crown-5). Run in O1CCCC1 (tetrahydrofuran), [Cl-].[Na+].O (brine). Run at time 30 minute. The product is C1(=CC=CC=C1)C1=CC(=CN1S(=O)(=O)C=1SC=CC1)C(=O)OCC (Ethyl 5-phenyl-1-(2-thienylsulfonyl)-1H-pyrrole-3-carboxylate). Isolated yield 96.1%. RXN SMILES: [C:1]1([C:7]2[NH:11][CH:10]=[C:9]([C:12]([O:14][CH2:15][CH3:16])=[O:13])[CH:8]=2)[CH:6]=[CH:5][CH:4]=[CH:3][CH:2]=1.[H-].[Na+].C1OCCOCCOCCOCCOC1.[S:34]1[CH:38]=[CH:37][CH:36]=[C:35]1[S:39](Cl)(=[O:41])=[O:40]>O1CCCC1.[Cl-].[Na+].O>[C:1]1([C:7]2[N:11]([S:39]([C:35]3[S:34][CH:38]=[CH:37][CH:36]=3)(=[O:41])=[O:40])[CH:10]=[C:9]([C:12]([O:14][CH2:15][CH3:16])=[O:13])[CH:8]=2)[CH:2]=[CH:3][CH:4]=[CH:5][CH:6]=1 |f:1.2,6.7.8|. Procedure: To a solution (20 mL) of ethyl 5-phenyl-1H-pyrrole-3-carboxylate (440 mg) in tetrahydrofuran was added sodium hydride (60% in oil, 123 mg) at room temperature and the mixture was stirred for 30 min. 15-Crown-5 (675 mg) was added dropwise and the mixture was stirred for 30 min. 2-Thiophenesulfonyl chloride (485 mg) was added, and the mixture was further stirred for 1 hr. Saturated brine was added to the reaction mixture, and the mixture was extracted with ethyl acetate. The extract was washed wit...